From a dataset of the Open Reaction Database (ORD), a public repository of structured organic reaction records. describe an organic reaction: reactants, conditions, products, and yield The reactants are C(C)(C)(C)OC(=O)NC(C(=O)O)CC1=CNC2=CC=CC=C12 (2-tert-butoxycarbonylamino-3-(1H-indole-3-yl)propionic acid), ON1N=NC2=C1N=CC=C2 (1-hydroxy-7-azabenzotriazole), Cl.C(C)N=C=NCCCN(C)C (1-ethyl-3-(3-dimethylaminopropyl)carbodiimide hydrochloride), CN(NC(=O)C1(CCNCC1)CC1=CC=CC=C1)C (4-benzylpiperidine-4-carboxylic acid N′,N′-dimethylhydrazide), C(C)(C)N(CC)C(C)C (diisopropylethylamine). Solvent: C(Cl)Cl (methylene chloride), CN(C=O)C (dimethylformamid), C(Cl)Cl (Methylene chloride). Run at time 30 minute. Product: C(C)(C)(C)OC(NC(C(=O)N1CCC(CC1)(C(=O)NN(C)C)CC1=CC=CC=C1)CC1=CNC2=CC=CC=C12)=O ((2-(4-benzyl-4-(N′,N′-dimethylhydrazinocarbonyl)piperidine-1-yl)-1-(1H-indole-3-ylmethyl)-2-oxoethyl)carbamic acid tert-butyl ester). Isolated yield 78.5%. As a reaction SMILES: [C:1]([O:5][C:6]([NH:8][CH:9]([CH2:13][C:14]1[C:22]2[C:17](=[CH:18][CH:19]=[CH:20][CH:21]=2)[NH:16][CH:15]=1)[C:10]([OH:12])=O)=[O:7])([CH3:4])([CH3:3])[CH3:2].ON1C2N=CC=CC=2N=N1.Cl.C(N=C=NCCCN(C)C)C.[CH3:45][N:46]([CH3:63])[NH:47][C:48]([C:50]1([CH2:56][C:57]2[CH:62]=[CH:61][CH:60]=[CH:59][CH:58]=2)[CH2:55][CH2:54][NH:53][CH2:52][CH2:51]1)=[O:49].C(N(C(C)C)CC)(C)C>C(Cl)Cl.CN(C)C=O>[C:1]([O:5][C:6](=[O:7])[NH:8][CH:9]([CH2:13][C:14]1[C:22]2[C:17](=[CH:18][CH:19]=[CH:20][CH:21]=2)[NH:16][CH:15]=1)[C:10]([N:53]1[CH2:54][CH2:55][C:50]([CH2:56][C:57]2[CH:58]=[CH:59][CH:60]=[CH:61][CH:62]=2)([C:48]([NH:47][N:46]([CH3:63])[CH3:45])=[O:49])[CH2:51][CH2:52]1)=[O:12])([CH3:2])([CH3:3])[CH3:4] |f:2.3|. Reported procedure: To a solution of 2-tert-butoxycarbonylamino-3-(1H-indole-3-yl)propionic acid (0.37 g, 1.2 mmol) in methylene chloride (15 ml) and dimethylformamid (5 ml) was added 1-hydroxy-7-azabenzotriazole (0.16 mg, 1.20 mmol) and 1-ethyl-3-(3-dimethylaminopropyl)carbodiimide hydrochloride (0.23 9, 1.20 mmol) and the mixture was stirred for 30 min. Then 4-benzylpiperidine-4-carboxylic acid N′,N′-dimethylhydrazide (0.26g, 1.0 mmol) and diisopropylethylamine (0.69 ml, 4.0 mmol) was added and the mixture was st... The reactants are N1=CC=CC=C1 (pyridine), P(Cl)(Cl)(Cl)(Cl)Cl (phosphorus pentachloride), C1(=CC=CC=C1)CC(=O)[C@H]1[C@@H]2N(C(=CC(S2)N)C(=O)O)C1=O (7β-phenylacetyl-amino-ceph-3-em-4-carboxylic acid), C[Si](Cl)(C)C (trimethylchlorosilane), N1=CC=CC=C1 (pyridine). Run in O (water), C(C)N(CC)CC (triethylamine), C(Cl)Cl (methylene chloride), C(Cl)Cl (methylene chloride), CO (methanol), C(Cl)Cl (methylene chloride), C(C)N(CC)CC (triethylamine). Reaction conditions: time 60 minute. The product is N[C@H]1[C@@H]2N(C(=CCS2)C(=O)O)C1=O (7β-Amino-ceph-3-em-4-carboxylic acid). As a reaction SMILES: C1(CC([C@@H:10]2[C:21](=[O:22])[N:12]3[C:13]([C:18]([OH:20])=[O:19])=[CH:14][CH:15](N)[S:16][C@H:11]23)=O)C=CC=CC=1.C[Si](C)(C)Cl.[N:28]1C=CC=CC=1.P(Cl)(Cl)(Cl)(Cl)Cl>C(Cl)Cl.C(N(CC)CC)C.O.CO>[NH2:28][C@@H:10]1[C:21](=[O:22])[N:12]2[C:13]([C:18]([OH:20])=[O:19])=[CH:14][CH2:15][S:16][C@H:11]12. Reported procedure: A solution of 0.955 g of 7β-phenylacetyl-amino-ceph-3-em-4-carboxylic acid in 60 ml of absolute methylene chloride is treated with 0.720 g of trimethylchlorosilane and 0.474 g of absolute pyridine. The mixture is stirred for 60 minutes at room temperature and cooled to -20° C., and a solution of 3.20 g of absolute pyridine in 30 ml of absolute methylene chloride and 23.4 ml of an 8% strength solution of phosphorus pentachloride in absolute methylene chloride are then added successively. The whol... Reactants: Cl (hydrochloric acid), NC=1C=C(C(C(=O)O)=CC1)O (4-aminosalicylic acid), C(O)([O-])=O.[Na+] (sodium hydrogen carbonate), C(CCCCCCC)OC(=O)Cl (n-octylchloroformate). Run in O (water), CO (methanol). Run at time 2 hour. The product is C(CCCCCCC)OC(=O)NC=1C=C(C(C(=O)O)=CC1)O (4-(n-octyloxycarbonylamino)salicylic acid). The yield is 97.1%. As a reaction SMILES: [NH2:1][C:2]1[CH:3]=[C:4]([OH:11])[C:5](=[CH:9][CH:10]=1)[C:6]([OH:8])=[O:7].C(=O)([O-])O.[Na+].[CH2:17]([O:25][C:26](Cl)=[O:27])[CH2:18][CH2:19][CH2:20][CH2:21][CH2:22][CH2:23][CH3:24].Cl>O.CO>[CH2:17]([O:25][C:26]([NH:1][C:2]1[CH:3]=[C:4]([OH:11])[C:5](=[CH:9][CH:10]=1)[C:6]([OH:8])=[O:7])=[O:27])[CH2:18][CH2:19][CH2:20][CH2:21][CH2:22][CH2:23][CH3:24] |f:1.2|. Procedure: To 700 ml of methanol suspended 153 g of 4-aminosalicylic acid and 84 g of sodium hydrogen carbonate, 193 g of n-octylchloroformate was dropwise added over 2 hours at room temperature. After finishing dropwise addition, the mixture was further stirred for 2 hours at room temperature. An aqueous solution containing 30 g of concentrated hydrochloric acid and 1200 ml of water was added to the reaction mixture. Precipitated crystals were filtered and dried to obtain 300 g of desired 4-(n-octyloxycar... Starting materials: FC=1C=CC(=C(C1)CC(C)NC1=C(C(NC=C1)=O)C1=NC=2C(=CC=3C(N(C(C3C2C)=O)C2CCN(CC2)C)=O)N1)C (2-(4-(1-(5-fluoro-2-methylphenyl)propan-2-ylamino)-2-oxo-1,2-dihydropyridin-3-yl)-4-methyl-6-(1-methylpiperidin-4-yl)imidazo[4,5-f]isoindole-5,7(1H,6H)-dione). Reagents/catalysts: [Zn] (zinc). Run in C(C)(=O)O (acetic acid). Product: FC=1C=CC(=C(C1)CC(C)NC1=C(C(NC=C1)=O)C1=NC=2C(=CC=3CN(C(C3C2C)=O)C2CCN(CC2)C)N1)C (2-(4-(1-(5-Fluoro-2-methylphenyl)propan-2-ylamino)-2-oxo-1,2-dihydropyridin-3-yl)-4-methyl-6-(1-methylpiperidin-4-yl)-6,7-dihydroimidazo[4,5-f]isoindol-5(1H)-one). The yield is 15.1%. Reaction SMILES: [F:1][C:2]1[CH:3]=[CH:4][C:5]([CH3:41])=[C:6]([CH2:8][CH:9]([NH:11][C:12]2[CH:17]=[CH:16][NH:15][C:14](=[O:18])[C:13]=2[C:19]2[NH:40][C:22]3=[CH:23][C:24]4[C:25](=O)[N:26]([CH:32]5[CH2:37][CH2:36][N:35]([CH3:38])[CH2:34][CH2:33]5)[C:27](=[O:31])[C:28]=4[C:29]([CH3:30])=[C:21]3[N:20]=2)[CH3:10])[CH:7]=1>[Zn].C(O)(=O)C>[F:1][C:2]1[CH:3]=[CH:4][C:5]([CH3:41])=[C:6]([CH2:8][CH:9]([NH:11][C:12]2[CH:17]=[CH:16][NH:15][C:14](=[O:18])[C:13]=2[C:19]2[NH:40][C:22]3=[CH:23][C:24]4[CH2:25][N:26]([CH:32]5[CH2:37][CH2:36][N:35]([CH3:38])[CH2:34][CH2:33]5)[C:27](=[O:31])[C:28]=4[C:29]([CH3:30])=[C:21]3[N:20]=2)[CH3:10])[CH:7]=1. Procedure: A mixture of 2-(4-(1-(5-fluoro-2-methylphenyl)propan-2-ylamino)-2-oxo-1,2-dihydropyridin-3-yl)-4-methyl-6-(1-methylpiperidin-4-yl)imidazo[4,5-f]isoindole-5,7(1H,6H)-dione (0.81 g, 1.46 mmol), zinc dust (0.95 g, 14.55 mmol), and 25 mL of acetic acid was heated at reflux for 13-14 h under an argon atmosphere. Product was separated by a silica gel column using methylene chloride and methanol (85:15 v/v) as eluent to afford 0.12 g of the designed compound as yellowish solid. 1H NMR (500 MHz, DMSO-d6... Starting materials: C(C=C)OC1=C(C(=C(C=C1C(CCCCCCCCCCCCC)=O)O)C)C (4-hydroxy-2,3-dimethyl-6-tetradecanoylphenyl allyl ether), C1=CC=CC=C1 (benzine). The product is CC1=C(O)C(=C(C(=C1C)O)CC=C)C(CCCCCCCCCCCCC)=O (2,3-dimethyl-5-allyl-6-tetradecanoylhydroquinone). RXN SMILES: C([O:4][C:5]1[C:10]([C:11](=[O:25])[CH2:12][CH2:13][CH2:14][CH2:15][CH2:16][CH2:17][CH2:18][CH2:19][CH2:20][CH2:21][CH2:22][CH2:23][CH3:24])=[CH:9][C:8]([OH:26])=[C:7]([CH3:27])[C:6]=1[CH3:28])C=C.[CH:29]1[CH:34]=CC=C[CH:30]=1>>[CH3:28][C:6]1[C:7]([CH3:27])=[C:8]([OH:26])[C:9]([CH2:34][CH:29]=[CH2:30])=[C:10]([C:11](=[O:25])[CH2:12][CH2:13][CH2:14][CH2:15][CH2:16][CH2:17][CH2:18][CH2:19][CH2:20][CH2:21][CH2:22][CH2:23][CH3:24])[C:5]=1[OH:4]. Procedure: 90 g of the allyl ether of step 2 were heated to 210° C. under nitrogen atmosphere within 2 h. After cooling the melt was dissolved in 300 ml of benzine (boiling range: 50°-75° C.) and placed in a cool place. The precipitate formed was filtered with suction the next day. Run at temperature 60 celsius, time 1 hour. Product: COC=1N=C(C2=C(N1)SC=C2)C2=C(C=CC=C2)F (2-methoxy-4-(o-fluorophenyl)-thieno[2,3-d]pyrimidine). The solvent is CN(C=O)C (dimethylformamide), CN(C=O)C (dimethylformamide). Reactants: FC1=C(C=CC=C1)C=1C2=C(NC(N1)=O)SC=C2 (4-(o-fluorophenyl)-1,2-dihydrothieno[2,3-d]pyrimidin-2-one), [H-].[Na+] (sodium hydride), CI (methyl iodide), O (water). Procedure: To a solution of 9.49 g of 4-(o-fluorophenyl)-1,2-dihydrothieno[2,3-d]pyrimidin-2-one in 200 ml of dimethylformamide is added 1.76 g of 63% sodium hydride. The mixture is stirred at 60°C for 1 hour. The mixture is cooled to room temperature and 10.93 g of methyl iodide in 33 ml of dimethylformamide is added dropwise thereto. The mixture is stirred for 2 hours at room temperature. The reaction mixture is poured into water and extracted with chloroform. The chloroform extracts are washed with wate... As a reaction SMILES: [F:1][C:2]1[CH:7]=[CH:6][CH:5]=[CH:4][C:3]=1[C:8]1[C:9]2[CH:17]=[CH:16][S:15][C:10]=2[NH:11][C:12](=[O:14])[N:13]=1.[H-].[Na+].[CH3:20]I.O>CN(C)C=O>[CH3:20][O:14][C:12]1[N:13]=[C:8]([C:3]2[CH:4]=[CH:5][CH:6]=[CH:7][C:2]=2[F:1])[C:9]2[CH:17]=[CH:16][S:15][C:10]=2[N:11]=1 |f:1.2|. Yield: 60.0%. Product: C(C)(C)(C)OC(=O)N[C@H](CC(C)(C)C)C(=O)N1[C@H](C(=O)NCC2=C(C=CC(=C2)C(F)(F)F)N2N=NN=C2)CCC1 (N-(tert-butoxycarbonyl)-4-methyl-D-leucyl-N-[2-(1H-tetraazol-1-yl)-5-(trifluoromethyl)benzyl]-L-prolinamide), EtOAc-hexanes. The solvent is CN(C)C=O (DMF), CCOC(=O)C (EtOAc). Reaction conditions: time 16 hour. Reported procedure: A mixture of N-[2-(1H-tetraazol-1-yl)-5-(trifluoromethyl)benzyl]-L-prolinamide hydrochloride (35 mg, 0.09 mmol), N-(tert-butoxycarbonyl)-4-methyl-D-leucine (24 mg, 0.10 mmol), EDC (27 mg, 0.14 mmol), HOAt (6.3 mg, 0.05 mmol) and Hünig's base (34 mL, 0.20 mmol) in DMF (1.2 mL) was stirred at room temperature for 16 h. The title compound was isolated by extractive workup (EtOAc) and silica gel chromatography (60%-80% EtOAc-hexanes) as an oily foam which was carried on directly to the deprotection ... The reactants are Cl.N1(N=NN=C1)C1=C(CNC([C@H]2NCCC2)=O)C=C(C=C1)C(F)(F)F (N-[2-(1H-tetraazol-1-yl)-5-(trifluoromethyl)benzyl]-L-prolinamide hydrochloride), C(C)(C)(C)OC(=O)N[C@H](CC(C)(C)C)C(=O)O (N-(tert-butoxycarbonyl)-4-methyl-D-leucine), C(CCl)Cl (EDC), C1=CC2=C(N=C1)N(N=N2)O (HOAt), CCN(C(C)C)C(C)C (Hünig's base). As a reaction SMILES: Cl.[N:2]1([C:7]2[CH:21]=[CH:20][C:19]([C:22]([F:25])([F:24])[F:23])=[CH:18][C:8]=2[CH2:9][NH:10][C:11](=[O:17])[C@@H:12]2[CH2:16][CH2:15][CH2:14][NH:13]2)[CH:6]=[N:5][N:4]=[N:3]1.[C:26]([O:30][C:31]([NH:33][C@@H:34]([C:40](O)=[O:41])[CH2:35][C:36]([CH3:39])([CH3:38])[CH3:37])=[O:32])([CH3:29])([CH3:28])[CH3:27].C(Cl)CCl.C1C=NC2N(O)N=NC=2C=1.CCN(C(C)C)C(C)C>CN(C=O)C.CCOC(C)=O>[C:26]([O:30][C:31]([NH:33][C@@H:34]([C:40]([N:13]1[CH2:14][CH2:15][CH2:16][C@H:12]1[C:11]([NH:10][CH2:9][C:8]1[CH:18]=[C:19]([C:22]([F:25])([F:23])[F:24])[CH:20]=[CH:21][C:7]=1[N:2]1[CH:6]=[N:5][N:4]=[N:3]1)=[O:17])=[O:41])[CH2:35][C:36]([CH3:39])([CH3:38])[CH3:37])=[O:32])([CH3:29])([CH3:28])[CH3:27] |f:0.1|. The reactants are BrC1=CC=CC(=N1)CC(O)C1CCS(CC1)(=O)=O (2-(6-bromopyridin-2-yl)-1-(1,1-dioxidotetrahydro-2H-thiopyran-4-yl)ethanol), NC=1SC(=CC1C(=O)N)C1=C(C=C(C=C1F)C(C)(C)O)F (2-amino-5-[2,6-difluoro-4-(1-hydroxy-1-methylethyl)phenyl]thiophene-3-carboxamide). The product is FC1=C(C(=CC(=C1)C(C)(C)O)F)C1=CC(=C(S1)NC1=NC(=CC=C1)CC(O)C1CCS(CC1)(=O)=O)C(=O)N (5-[2,6-Difluoro-4-(1-hydroxy-1-methylethyl)phenyl]-2-({6-[2-(1,1-dioxidotetrahydro-2H-thiopyran-4-yl)-2-hydroxyethyl]pyridin-2-yl}amino)thiophene-3-carboxamide). As a reaction SMILES: Br[C:2]1[N:7]=[C:6]([CH2:8][CH:9]([CH:11]2[CH2:16][CH2:15][S:14](=[O:18])(=[O:17])[CH2:13][CH2:12]2)[OH:10])[CH:5]=[CH:4][CH:3]=1.[NH2:19][C:20]1[S:21][C:22]([C:28]2[C:33]([F:34])=[CH:32][C:31]([C:35]([OH:38])([CH3:37])[CH3:36])=[CH:30][C:29]=2[F:39])=[CH:23][C:24]=1[C:25]([NH2:27])=[O:26]>>[F:39][C:29]1[CH:30]=[C:31]([C:35]([OH:38])([CH3:37])[CH3:36])[CH:32]=[C:33]([F:34])[C:28]=1[C:22]1[S:21][C:20]([NH:19][C:2]2[CH:3]=[CH:4][CH:5]=[C:6]([CH2:8][CH:9]([CH:11]3[CH2:16][CH2:15][S:14](=[O:18])(=[O:17])[CH2:13][CH2:12]3)[OH:10])[N:7]=2)=[C:24]([C:25]([NH2:27])=[O:26])[CH:23]=1. Procedure: The title compound was prepared according to the general procedure in Example 1 using 2-(6-bromopyridin-2-yl)-1-(1,1-dioxidotetrahydro-2H-thiopyran-4-yl)ethanol (0.11 g, 0.32 mmol) and 2-amino-5-[2,6-difluoro-4-(1-hydroxy-1-methylethyl)phenyl]thiophene-3-carboxamide (0.10 g, 0.32 mmol) as the starting materials. Reactants: O=C[C@H](O)[C@@H](O)[C@H](O)[C@H](O)CO (glucose), C(CCCCCCCCCCC)(=O)O (lauric acid). Run in CC(=O)C (acetone). The product is C(CCCCCCCCCCC)(=O)OC[C@H]([C@H]([C@@H]([C@H](C=O)O)O)O)O (glucose 6-monolaurate). Isolated yield 100.2%. RXN SMILES: [O:1]=[CH:2][C@@H:3]([C@H:5]([C@@H:7]([C@@H:9]([CH2:11][OH:12])[OH:10])[OH:8])[OH:6])[OH:4].[C:13](O)(=[O:25])[CH2:14][CH2:15][CH2:16][CH2:17][CH2:18][CH2:19][CH2:20][CH2:21][CH2:22][CH2:23][CH3:24]>CC(C)=O>[C:13]([O:1][CH2:2][C@@H:3]([OH:4])[C@@H:5]([OH:6])[C@H:7]([OH:8])[C@@H:9]([OH:10])[CH:11]=[O:12])(=[O:25])[CH2:14][CH2:15][CH2:16][CH2:17][CH2:18][CH2:19][CH2:20][CH2:21][CH2:22][CH2:23][CH3:24]. Procedure details: 2 ml of acetone were added to the reactor which contained 100 mg of Novozim 435, 60 mg of glucose and 200 mg of lauric acid. The reaction was carried out under mild continual agitation at 40° C. and water was continually removed from the reaction medium. 121 mg of glucose 6-monolaurate were obtained after 3 days of reaction corresponding to a yield of 99%. The yield is 56.0%. Starting materials: [H-].[Na+] (sodium hydride), C(#N)C(C=1C=C(C#N)C=CC1)N1CCOCC1 (3-[cyano(morpholin-4-yl)methyl]benzonitrile), CN(C)C=O (DMF), ClC1=NC=CC(=N1)Cl (2,4-dichloropyrimidine), [H-].[Na+] (sodium hydride). Reported procedure: 3-[cyano(morpholin-4-yl)methyl]benzonitrile (5 g, 22.0 mmol) was dissolved in 175 mL dry DMF and cooled to 0° C. Add sodium hydride (Aldrich, 0.58 g, 24.2 mmol) in one portion and stir for 25 minutes at 0° C. Add 2,4-dichloropyrimidine (Aldrich, 9.83 g, 66.0 mmol) in one portion. After 10 minutes, additional sodium hydride (1.16 g, 48.4 mmol) was added in one portion and the bath allowed to warm to room temperature. After 15 h, the reaction was quenched with water and partitioned between ethyl a... Product: ClC1=NC=CC(=N1)C(=O)C=1C=C(C#N)C=CC1 (3-[(2-chloropyrimidin-4-yl)carbonyl]benzonitrile). Reaction SMILES: [C:1]([CH:3](N1CCOCC1)[C:4]1[CH:5]=[C:6]([CH:9]=[CH:10][CH:11]=1)[C:7]#[N:8])#[N:2].[H-].[Na+].[Cl:20][C:21]1N=C(Cl)[CH:24]=[CH:23][N:22]=1.CN(C=[O:32])C>>[Cl:20][C:21]1[N:2]=[C:1]([C:3]([C:4]2[CH:5]=[C:6]([CH:9]=[CH:10][CH:11]=2)[C:7]#[N:8])=[O:32])[CH:24]=[CH:23][N:22]=1 |f:1.2|. Conditions: temperature 0 celsius, time 10 minute.